This data is from the Open Reaction Database (ORD), a public repository of structured organic reaction records. The task is: describe an organic reaction: reactants, conditions, products, and yield Procedure: A mixture of the product of step i) (0.37 g), N-cyclopropyl-4-methyl-3-(4,4,5,5-tetramethyl-1,3,2-dioxaborolan-2-yl)benzamide (0.29 g) [prepared as described in US2005020590] and potassium carbonate (0.27 g) in degassed N,N-dimethylformamide (8 mL) was treated with tetrakis(triphenylphosphine)palladium(0) (0.115 g) and the mixture heated at 80° C. under nitrogen for 24 hours. The reaction mixture was concentrated to dryness and the crude product purified (SiO2, 2% methanol in dichloromethane as ... The solvent is CN(C=O)C (N,N-dimethylformamide). The product is C(C1=CC=CC=C1)N1C(C2=CC=C(C=C2C(=C1)C(=O)OC)C1=C(C=CC(=C1)C(NC1CC1)=O)C)=O (2-Benzyl-6-(5-(cyclopropylcarbamoyl)-2-methylphenyl)-1-oxo-1,2-dihydroisoquinoline-4-carboxylic acid, methyl ester). The reactants are C(C1=CC=CC=C1)N1C(C2=CC=C(C=C2C(=C1)C(=O)OC)Br)=O (2-Benzyl-6-bromo-1-oxo-1,2-dihydroisoquinoline-4-carboxylic acid, methyl ester), C1(CC1)NC(C1=CC(=C(C=C1)C)B1OC(C(O1)(C)C)(C)C)=O (N-cyclopropyl-4-methyl-3-(4,4,5,5-tetramethyl-1,3,2-dioxaborolan-2-yl)benzamide), C([O-])([O-])=O.[K+].[K+] (potassium carbonate). Run at temperature 80 celsius. Reagents/catalysts: C=1C=CC(=CC1)[P](C=2C=CC=CC2)(C=3C=CC=CC3)[Pd]([P](C=4C=CC=CC4)(C=5C=CC=CC5)C=6C=CC=CC6)([P](C=7C=CC=CC7)(C=8C=CC=CC8)C=9C=CC=CC9)[P](C=1C=CC=CC1)(C=1C=CC=CC1)C=1C=CC=CC1 (tetrakis(triphenylphosphine)palladium(0)). RXN SMILES: [CH2:1]([N:8]1[CH:17]=[C:16]([C:18]([O:20][CH3:21])=[O:19])[C:15]2[C:10](=[CH:11][CH:12]=[C:13](Br)[CH:14]=2)[C:9]1=[O:23])[C:2]1[CH:7]=[CH:6][CH:5]=[CH:4][CH:3]=1.[CH:24]1([NH:27][C:28](=[O:45])[C:29]2[CH:34]=[CH:33][C:32]([CH3:35])=[C:31](B3OC(C)(C)C(C)(C)O3)[CH:30]=2)[CH2:26][CH2:25]1.C(=O)([O-])[O-].[K+].[K+]>CN(C)C=O.C1C=CC([P]([Pd]([P](C2C=CC=CC=2)(C2C=CC=CC=2)C2C=CC=CC=2)([P](C2C=CC=CC=2)(C2C=CC=CC=2)C2C=CC=CC=2)[P](C2C=CC=CC=2)(C2C=CC=CC=2)C2C=CC=CC=2)(C2C=CC=CC=2)C2C=CC=CC=2)=CC=1>[CH2:1]([N:8]1[CH:17]=[C:16]([C:18]([O:20][CH3:21])=[O:19])[C:15]2[C:10](=[CH:11][CH:12]=[C:13]([C:31]3[CH:30]=[C:29]([C:28](=[O:45])[NH:27][CH:24]4[CH2:26][CH2:25]4)[CH:34]=[CH:33][C:32]=3[CH3:35])[CH:14]=2)[C:9]1=[O:23])[C:2]1[CH:7]=[CH:6][CH:5]=[CH:4][CH:3]=1 |f:2.3.4,^1:60,62,81,100|. The reactants are FC(C(CN1CC(OCC1)C1=CC(=CC=C1)C(F)(F)F)CC=1OC(=NN1)C1=CC=C(C=C1)F)(F)F (4-{3,3,3-Trifluoro-2-[5-(4-fluoro-phenyl)-[1,3,4]oxadiazol-2-ylmethyl]-propyl}-2-(3-trifluoromethyl-phenyl)morpholine), Cl (HCl). The solvent is CCOCC.CCCCCC (ether hexane), O1CCOCC1 (dioxane). Yields the product Cl.FC(C(CN1CC(OCC1)C1=CC(=CC=C1)C(F)(F)F)CC=1OC(=NN1)C1=CC=C(C=C1)F)(F)F (4-{3,3,3-trifluoro-2-[5-(4-fluoro-phenyl)-[1,3,4]oxadiazol-2-ylmethyl]-propyl}-2-(3-trifluoromethyl-phenyl)morpholine hydrochloride). RXN SMILES: [F:1][C:2]([F:35])([F:34])[CH:3]([CH2:21][C:22]1[O:23][C:24]([C:27]2[CH:32]=[CH:31][C:30]([F:33])=[CH:29][CH:28]=2)=[N:25][N:26]=1)[CH2:4][N:5]1[CH2:10][CH2:9][O:8][CH:7]([C:11]2[CH:16]=[CH:15][CH:14]=[C:13]([C:17]([F:20])([F:19])[F:18])[CH:12]=2)[CH2:6]1.[ClH:36]>CCOCC.CCCCCC.O1CCOCC1>[ClH:36].[F:35][C:2]([F:1])([F:34])[CH:3]([CH2:21][C:22]1[O:23][C:24]([C:27]2[CH:28]=[CH:29][C:30]([F:33])=[CH:31][CH:32]=2)=[N:25][N:26]=1)[CH2:4][N:5]1[CH2:10][CH2:9][O:8][CH:7]([C:11]2[CH:16]=[CH:15][CH:14]=[C:13]([C:17]([F:20])([F:19])[F:18])[CH:12]=2)[CH2:6]1 |f:2.3,5.6|. Procedure details: To a 5 mL round-bottomed flask was added 4,4,4-trifluoro-3-((2-(3-(trifluoromethyl)phenyl)-morpholinomethyl)butanoic acid hydrochloride (100 mg, 260 μmol), 4-fluorobenzohydrazide (40.0 mg, 260 μmol) and POCl3 (1.99 g, 1.21 ml, 13.0 mmol). The reaction mixture was heated at reflux (110° C.) for 4 hr. The crude reaction mixture was allowed to cool to room temperature, poured into ice/water and made basic with a saturated Na2CO3 solution. The resulting mixture was extracted with ethyl acetate. The ...